This data is from the Open Reaction Database (ORD), a public repository of structured organic reaction records. The task is: describe an organic reaction: reactants, conditions, products, and yield The reactants are CC(=O)c1ccc(Nc2nccc(-c3cccnc3)n2)cc1, NC=O, O=CO, O. Product: CC(NC=O)c1ccc(Nc2nccc(-c3cccnc3)n2)cc1. RXN SMILES: [C:1]([CH3:2])(=[O:3])[c:4]1[cH:5][cH:6][c:7]([NH:10][c:11]2[n:12][cH:13][cH:14][c:15](-[c:17]3[cH:18][n:19][cH:20][cH:21][cH:22]3)[n:16]2)[cH:8][cH:9]1.[CH:23](=[O:24])[NH2:25].[CH:26]([OH:27])=[O:28].[OH2:29]>>[CH:1]([CH3:2])([c:4]1[cH:5][cH:6][c:7]([NH:10][c:11]2[n:12][cH:13][cH:14][c:15](-[c:17]3[cH:18][n:19][cH:20][cH:21][cH:22]3)[n:16]2)[cH:8][cH:9]1)[NH:25][CH:23]=[O:24]. Starting materials: O=C([O-])[O-], Fc1cnc(Cl)nc1Cl, [K+], [K+], CN(C)C=O, Cl[Pd]Cl, CC(C)(C)OC(=O)N1CC(B2OC(C)(C)C(C)(C)O2)=CC1c1ccccc1. Yields the product CC(C)(C)OC(=O)N1CC(c2nc(Cl)ncc2F)=CC1c1ccccc1. RXN SMILES: [C:37](=[O:38])([O-:39])[O-:40].[Cl:28][c:29]1[n:30][cH:31][c:32]([F:36])[c:33]([Cl:35])[n:34]1.[K+:41].[K+:42].[O:43]=[CH:44][N:45]([CH3:46])[CH3:47].[Pd:48]([Cl:49])[Cl:50].[c:1]1([CH:7]2[N:8]([C:21](=[O:22])[O:23][C:24]([CH3:25])([CH3:26])[CH3:27])[CH2:9][C:10]([B:12]3[O:13][C:14]([CH3:15])([CH3:16])[C:17]([CH3:18])([CH3:19])[O:20]3)=[CH:11]2)[cH:2][cH:3][cH:4][cH:5][cH:6]1>>[c:1]1([CH:7]2[N:8]([C:21](=[O:22])[O:23][C:24]([CH3:25])([CH3:26])[CH3:27])[CH2:9][C:10]([c:33]3[c:32]([F:36])[cH:31][n:30][c:29]([Cl:28])[n:34]3)=[CH:11]2)[cH:2][cH:3][cH:4][cH:5][cH:6]1.